Dataset: the Open Reaction Database (ORD), a public repository of structured organic reaction records. Task: describe an organic reaction: reactants, conditions, products, and yield Reactants: C1(CCCCC1)OC(=O)N1CCC(CC1)=O (1-(cyclohexyloxycarbonyl)-4-piperidone), C1(CCCCC1)OC(=O)Cl (cyclohexylchloroformate), N1CCC(CC1)=O (4-piperidone). The product is C(C)(C)NC(=O)N1CCC(CC1)=O (1-[(isopropyl)aminocarbonyl]-4-piperidone). Reaction SMILES: C1(O[C:8]([N:10]2[CH2:15][CH2:14][C:13](=[O:16])[CH2:12][CH2:11]2)=[O:9])CCCCC1.[CH:17]1(OC(Cl)=O)[CH2:22]CCC[CH2:18]1.[NH:27]1CCC(=O)CC1>>[CH:17]([NH:27][C:8]([N:10]1[CH2:11][CH2:12][C:13](=[O:16])[CH2:14][CH2:15]1)=[O:9])([CH3:22])[CH3:18]. Procedure details: 1-(cyclohexyloxycarbonyl)-4-piperidone, (from cyclohexylchloroformate and 4-piperidone); or The reactants are COCCO, Cc1ccccc1, N#CC1=C(C#N)C(=O)C(Cl)=C(Cl)C1=O, O=CC=Cc1ccccc1. Product: COCCOC(=O)C=Cc1ccccc1. RXN SMILES: [CH3:25][O:26][CH2:27][CH2:28][OH:29].[CH3:30][c:31]1[cH:32][cH:33][cH:34][cH:35][cH:36]1.[Cl:11][C:12]1=[C:23]([Cl:24])[C:21](=[O:22])[C:18]([C:19]#[N:20])=[C:15]([C:16]#[N:17])[C:13]1=[O:14].[O:1]=[CH:2][CH:3]=[CH:4][c:5]1[cH:6][cH:7][cH:8][cH:9][cH:10]1>>[O:1]=[C:2]([CH:3]=[CH:4][c:5]1[cH:6][cH:7][cH:8][cH:9][cH:10]1)[O:29][CH2:28][CH2:27][O:26][CH3:25]. Starting materials: C1CCOC1, CO, [Na+], CCOC(=O)CCCOc1cccc(CNC(=O)c2nc3ccccc3c(=O)[nH]2)c1, [OH-], O. The product is O=C(O)CCCOc1cccc(CNC(=O)c2nc3ccccc3c(=O)[nH]2)c1. As a reaction SMILES: [CH2:33]1[O:34][CH2:35][CH2:36][CH2:37]1.[CH3:38][OH:39].[Na+:32].[O:1]=[c:2]1[nH:3][c:4]([C:12](=[O:13])[NH:14][CH2:15][c:16]2[cH:17][c:18]([O:22][CH2:23][CH2:24][CH2:25][C:26](=[O:27])[O:28][CH2:29][CH3:30])[cH:19][cH:20][cH:21]2)[n:5][c:6]2[cH:7][cH:8][cH:9][cH:10][c:11]12.[OH-:31].[OH2:40]>>[O:1]=[c:2]1[nH:3][c:4]([C:12](=[O:13])[NH:14][CH2:15][c:16]2[cH:17][c:18]([O:22][CH2:23][CH2:24][CH2:25][C:26](=[O:27])[OH:28])[cH:19][cH:20][cH:21]2)[n:5][c:6]2[cH:7][cH:8][cH:9][cH:10][c:11]12. The reactants are FC=1C=CC2=C(N(C(=N2)[C@H](C(C)C)N)C=2C=NC=CC2)C1 ((S)-1-(6-fluoro-1-pyridin-3-yl-1H-benzoimidazol-2-yl)-2-methylpropylamine), ClC1=C2N=CN(C2=NC=N1)C1OCCCC1 (6-chloro-9-(tetrahydropyran-2-yl)-9H-purine), CCN(C(C)C)C(C)C (DIPEA). The solvent is C(CCC)O (n-butanol). Conditions: temperature 100 celsius. The product is FC=1C=CC2=C(N(C(=N2)C(C(C)C)NC2=C3N=CNC3=NC=N2)C=2C=NC=CC2)C1 ([1-(6-Fluoro-1-pyridin-3-yl-1H-benzoimidazol-2-yl)-2-methyl-propyl]-(9H-purin-6-yl)-amine). The yield is 38.8%. As a reaction SMILES: [F:1][C:2]1[CH:3]=[CH:4][C:5]2[N:9]=[C:8]([C@@H:10]([NH2:14])[CH:11]([CH3:13])[CH3:12])[N:7]([C:15]3[CH:16]=[N:17][CH:18]=[CH:19][CH:20]=3)[C:6]=2[CH:21]=1.Cl[C:23]1[N:31]=[CH:30][N:29]=[C:28]2[C:24]=1[N:25]=[CH:26][N:27]2C1CCCCO1.CCN(C(C)C)C(C)C>C(O)CCC>[F:1][C:2]1[CH:3]=[CH:4][C:5]2[N:9]=[C:8]([CH:10]([NH:14][C:23]3[N:31]=[CH:30][N:29]=[C:28]4[C:24]=3[N:25]=[CH:26][NH:27]4)[CH:11]([CH3:13])[CH3:12])[N:7]([C:15]3[CH:16]=[N:17][CH:18]=[CH:19][CH:20]=3)[C:6]=2[CH:21]=1. Procedure details: A mixture of (S)-1-(6-fluoro-1-pyridin-3-yl-1H-benzoimidazol-2-yl)-2-methylpropylamine (135 mg, 0.48 mmol), 6-chloro-9-(tetrahydropyran-2-yl)-9H-purine (110 mg, 0.48 mmol) and DIPEA (0.4 mL, 2.4 mmol) in n-butanol (2 mL) was heated for 18 h at 100° C. in a sealed vial. After cooling to RT, the volatiles were removed under reduced pressure and the resulting residue loaded onto an Isolute® SCX-2 cartridge. The cartridge was washed with MeOH followed by 2M NH3/MeOH. The basic fractions were combine... Reactants: C(#N)C1=CC2=C(N=C(S2)NC(=O)NCC)C=C1 (N-(6-cyano-1,3-benzothiazol-2-yl)-N′-ethylurea), [H-].[Al+3].[Li+].[H-].[H-].[H-] (lithium aluminum hydride). Solvent: COCCOC (ethyleneglycol dimethylether). The product is NCC1=CC2=C(N=C(S2)NC(=O)NCC)C=C1 (N-[6-(Aminomethyl)-1,3-benzothiazol-2-yl]-N′-ethylurea). Reaction SMILES: [C:1]([C:3]1[CH:17]=[CH:16][C:6]2[N:7]=[C:8]([NH:10][C:11]([NH:13][CH2:14][CH3:15])=[O:12])[S:9][C:5]=2[CH:4]=1)#[N:2].[H-].[Al+3].[Li+].[H-].[H-].[H-]>COCCOC>[NH2:2][CH2:1][C:3]1[CH:17]=[CH:16][C:6]2[N:7]=[C:8]([NH:10][C:11]([NH:13][CH2:14][CH3:15])=[O:12])[S:9][C:5]=2[CH:4]=1 |f:1.2.3.4.5.6|. Procedure: About 0.05 g of N-(6-cyano-1,3-benzothiazol-2-yl)-N′-ethylurea was charged into about 10 mL of ethyleneglycol dimethylether. Introduced about 50 mg lithium aluminum hydride in several portions over about 12–24 hours. The slurry was quenched with about 5–10 mL ethyl acetate then about 1–2 mL of saturated aqueous sodium sulfate. The slurry was then diluted with water and extracted with ethyl acetate. Following drying and removal of solvents under reduced pressure, the product was isolated by prepa...